From a dataset of the Open Reaction Database (ORD), a public repository of structured organic reaction records. describe an organic reaction: reactants, conditions, products, and yield The reagents and catalysts are [Pd] (palladium-on-charcoal). Procedure details: A mixture of 24 parts of 5-chloro-1,3-dihydro-1-[1-(3-pyridinyl)ethyl]-2H-benzimidazol-2-one, 10 parts of sodium acetate and 400 parts of acetic acid is hydrogenated at normal pressure and at a temperature of 60° C. with 2 parts of palladium-on-charcoal catalyst 10%. After the calculated amount of hydrogen is taken up, the catalyst is filtered off and the filtrate is evaporated. The residue is taken up in water and the whole is alkalized with concentrated ammonium hydroxide. The product is extra... The product is 22, N1CC(CCC1)C(C)N1C(NC2=C1C=CC=C2)=O (1,3-dihydro-1-[1-(3-piperidinyl)ethyl]-2H-benzimidazol-2-one). Isolated yield 100.0%. The reactants are [H][H] (hydrogen), 24, ClC1=CC2=C(N(C(N2)=O)C(C)C=2C=NC=CC2)C=C1 (5-chloro-1,3-dihydro-1-[1-(3-pyridinyl)ethyl]-2H-benzimidazol-2-one), C(C)(=O)[O-].[Na+] (sodium acetate). As a reaction SMILES: Cl[C:2]1[CH:19]=[CH:18][C:5]2[N:6]([CH:10]([C:12]3[CH:13]=[N:14][CH:15]=[CH:16][CH:17]=3)[CH3:11])[C:7](=[O:9])[NH:8][C:4]=2[CH:3]=1.C([O-])(=O)C.[Na+].[H][H]>[Pd].C(O)(=O)C>[NH:14]1[CH2:15][CH2:16][CH2:17][CH:12]([CH:10]([N:6]2[C:5]3[CH:18]=[CH:19][CH:2]=[CH:3][C:4]=3[NH:8][C:7]2=[O:9])[CH3:11])[CH2:13]1 |f:1.2|. Solvent: C(C)(=O)O (acetic acid). Reactants: O[C@@H]1C[C@H](N(C1)C(=O)OCC1=CC=CC=C1)CO (Benzyl (2S,4R)-4-hydroxy-2-(hydroxymethyl)pyrrolidine-1-carboxylate), C1(=CC=CC=C1)O (phenol), C1(=CC=CC=C1)P(C1=CC=CC=C1)C1=CC=CC=C1 (triphenylphosphine), CCOC(=O)/N=N/C(=O)OCC (diethylazodicarboxylate). Solvent: O1CCCC1 (tetrahydrofuran). Conditions: time 20 hour. Yields the product O[C@@H]1C[C@H](N(C1)C(=O)OCC1=CC=CC=C1)COC1=CC=CC=C1 (benzyl (2S,4R)-4-hydroxy-2-(phenoxymethyl)pyrrolidine-1-carboxylate). Isolated yield 26.5%. RXN SMILES: [OH:1][C@H:2]1[CH2:6][N:5]([C:7]([O:9][CH2:10][C:11]2[CH:16]=[CH:15][CH:14]=[CH:13][CH:12]=2)=[O:8])[C@H:4]([CH2:17][OH:18])[CH2:3]1.[C:19]1(O)[CH:24]=[CH:23][CH:22]=[CH:21][CH:20]=1.C1(P(C2C=CC=CC=2)C2C=CC=CC=2)C=CC=CC=1.CCOC(/N=N/C(OCC)=O)=O>O1CCCC1>[OH:1][C@H:2]1[CH2:6][N:5]([C:7]([O:9][CH2:10][C:11]2[CH:12]=[CH:13][CH:14]=[CH:15][CH:16]=2)=[O:8])[C@H:4]([CH2:17][O:18][C:19]2[CH:24]=[CH:23][CH:22]=[CH:21][CH:20]=2)[CH2:3]1. Reported procedure: Benzyl (2S,4R)-4-hydroxy-2-(hydroxymethyl)pyrrolidine-1-carboxylate (2.0 g) [see Ceulemans et al, Chem. Eur. J. (1997), 3(12), 1997-2010] was added to a solution of phenol (1.12 g), triphenylphosphine (2.51 g) and diethylazodicarboxylate (1.51 ml) in dry tetrahydrofuran (40 ml). The reaction mixture was stirred at room temperature for 20 hours, after which time the solvent was removed under reduced pressure and the residue was dissolved in chloroform. The organic solution was washed with 15% aqu... Reaction SMILES: [Br:26][CH2:27][CH3:28].[CH2:1]([c:2]1[cH:3][cH:4][cH:5][cH:6][cH:7]1)[N:8]1[CH2:9][CH2:10][C:11]([C:14](=[O:15])[OH:16])([NH:17][c:18]2[cH:19][cH:20][cH:21][cH:22][cH:23]2)[CH2:12][CH2:13]1.[CH3:29][OH:30].[Na+:25].[OH-:24]>>[CH2:1]([c:2]1[cH:3][cH:4][cH:5][cH:6][cH:7]1)[N:8]1[CH2:9][CH2:10][C:11]([C:14](=[O:15])[O:16][CH2:27][CH3:28])([NH:17][c:18]2[cH:19][cH:20][cH:21][cH:22][cH:23]2)[CH2:12][CH2:13]1. Yields the product CCOC(=O)C1(Nc2ccccc2)CCN(Cc2ccccc2)CC1. Starting materials: CCBr, O=C(O)C1(Nc2ccccc2)CCN(Cc2ccccc2)CC1, CO, [Na+], [OH-]. Starting materials: C1(=CC=CC=C1)C(C1=CC=CC=C1)[SiH2]C1=C(C=CC=C1)C1OCC(N1C)(C)C (2-[2'(diphenylmethylsilyl)phenyl]-3,4,4-trimethyl-oxazolidine), C1CCOC1 (THF), Cl (hydrochloric acid). The solvent is C(C)(C)(C)OC (methyl tert.-butyl ether). Yields the product C1(=CC=CC=C1)C(C1=CC=CC=C1)[SiH2]C1=C(C=O)C=CC=C1 (2-diphenylmethylsilyl-benzaldehyde). Isolated yield 86.2%. As a reaction SMILES: [C:1]1([CH:7]([SiH2:14][C:15]2[CH:20]=[CH:19][CH:18]=[CH:17][C:16]=2[CH:21]2N(C)C(C)(C)C[O:22]2)[C:8]2[CH:13]=[CH:12][CH:11]=[CH:10][CH:9]=2)[CH:6]=[CH:5][CH:4]=[CH:3][CH:2]=1.C1COCC1.Cl>C(OC)(C)(C)C>[C:1]1([CH:7]([SiH2:14][C:15]2[CH:20]=[CH:19][CH:18]=[CH:17][C:16]=2[CH:21]=[O:22])[C:8]2[CH:13]=[CH:12][CH:11]=[CH:10][CH:9]=2)[CH:2]=[CH:3][CH:4]=[CH:5][CH:6]=1. Procedure details: 2.35 g of the product of Step (e), above, is heated in a mixture 12 ml of THF and 6 ml of 2N hydrochloric acid, at 60° for 5 hours. The reaction mixture is then diluted with methyl tert.-butyl ether and washed with 2N hydrochloric acid and then brine. The aqueous phases are combined and extracted thrice with methyl tert.-butyl ether. The combined organic extracts are washed with aqueons sodium carbonate, dried and concentrated to give 1.58 g of the title aldehyde product of this step, NMR(CDCl3)... Reactants: C(C)OC(C[C@H](C1=CC=CC=C1)NC1=NC(=NC=C1N)C1CC1)=O ((R)-3-(5-Amino-2-cyclopropyl-pyrimidin-4-ylamino)-3-phenyl-propionic acid ethyl ester), C1=CN(C=N1)C(=O)N2C=CN=C2 (CDI). Solvent: C1CCOC1 (THF), C(C)(=O)OCC (Ethyl acetate). Reaction conditions: time 8 hour. Product: C(C)OC(C[C@H](C1=CC=CC=C1)N1C2=NC(=NC=C2NC1=O)C1CC1)=O ((R)-3-(2-Cyclopropyl-8-oxo-7,8-dihydro-purin-9-yl)-3-phenyl-propionic acid ethyl ester). Isolated yield 45.0%. As a reaction SMILES: [CH2:1]([O:3][C:4](=[O:24])[CH2:5][C@@H:6]([NH:13][C:14]1[C:19]([NH2:20])=[CH:18][N:17]=[C:16]([CH:21]2[CH2:23][CH2:22]2)[N:15]=1)[C:7]1[CH:12]=[CH:11][CH:10]=[CH:9][CH:8]=1)[CH3:2].C1N=CN([C:30](N2C=NC=C2)=[O:31])C=1>C1COCC1.C(OCC)(=O)C>[CH2:1]([O:3][C:4](=[O:24])[CH2:5][C@@H:6]([N:13]1[C:30](=[O:31])[NH:20][C:19]2[C:14]1=[N:15][C:16]([CH:21]1[CH2:22][CH2:23]1)=[N:17][CH:18]=2)[C:7]1[CH:8]=[CH:9][CH:10]=[CH:11][CH:12]=1)[CH3:2]. Reported procedure: (R)-3-(5-Amino-2-cyclopropyl-pyrimidin-4-ylamino)-3-phenyl-propionic acid ethyl ester (880 mg, 2.7 mmol) was dissolved in THF (10 ml). To the solution CDI was added and the mixture was stirred at room temperature overnight. The reaction mixture was diluted with Ethyl acetate (100 ml) washed with water, dried over MgSO4, filtered and evaporated to dryness. The black residue obtained was purified by chromatography, eluded with 3% methanol in dichloromethane to give oil (427 mg, 45%). The reactants are O=C(Cl)N1CC(Oc2ccc(Br)cc2)C1, CN1CCNCC1, C1CCOC1, O. Yields the product CN1CCN(C(=O)N2CC(Oc3ccc(Br)cc3)C2)CC1. As a reaction SMILES: [Br:1][c:2]1[cH:3][cH:4][c:5]([O:6][CH:7]2[CH2:8][N:9]([C:11](=[O:12])[Cl:13])[CH2:10]2)[cH:14][cH:15]1.[CH3:16][N:17]1[CH2:18][CH2:19][NH:20][CH2:21][CH2:22]1.[O:23]1[CH2:24][CH2:25][CH2:26][CH2:27]1.[OH2:28]>>[Br:1][c:2]1[cH:3][cH:4][c:5]([O:6][CH:7]2[CH2:8][N:9]([C:11](=[O:12])[N:20]3[CH2:19][CH2:18][N:17]([CH3:16])[CH2:22][CH2:21]3)[CH2:10]2)[cH:14][cH:15]1. Reactants: CCO, N#Cc1cc([N+](=O)[O-])ccc1Cl, OC1CCNCC1. The product is N#Cc1cc([N+](=O)[O-])ccc1N1CCC(O)CC1. Reaction SMILES: [CH3:20][CH2:21][OH:22].[Cl:1][c:2]1[c:3]([C:4]#[N:5])[cH:6][c:7]([N+:10](=[O:11])[O-:12])[cH:8][cH:9]1.[OH:13][CH:14]1[CH2:15][CH2:16][NH:17][CH2:18][CH2:19]1>>[c:2]1([N:17]2[CH2:16][CH2:15][CH:14]([OH:13])[CH2:19][CH2:18]2)[c:3]([C:4]#[N:5])[cH:6][c:7]([N+:10](=[O:11])[O-:12])[cH:8][cH:9]1. The reactants are ClC=1C=C(C=CC1)C1C(=C(NC(=C1C(=O)[O-])C)C)C(=O)OCCC#N (mono(2-cyanoethyl) 4-(3-chlorophenyl)-2,6-dimethyl-1,4-dihydropyridine-3,5-dicarboxylate), Cl.CN(CCCN=C=NCC)C (1-(3-dimethylaminopropyl)-3-ethylcarbodiimide hydrochloride), C1(=CC=CC=C1)C(CCN)C1=CC=CC=C1 (3,3-diphenylpropylamine), Cl (hydrochloric acid). Reagents/catalysts: CN(C1=CC=NC=C1)C (4-dimethylaminopyridine). The solvent is ClCCl (dichloromethane). The product is ClC=1C=C(C=CC1)C1C(=C(NC(=C1C(NCCC(C1=CC=CC=C1)C1=CC=CC=C1)=O)C)C)C(=O)OCCC#N (2-cyanoethyl 4-(3-chlorophenyl)-2,6-dimethyl-5-(3,3-diphenylpropylcarbamoyl)-1,4-dihydropyridine-3-carboxylate). Reaction SMILES: [Cl:1][C:2]1[CH:3]=[C:4]([CH:8]2[C:13]([C:14]([O-])=[O:15])=[C:12]([CH3:17])[NH:11][C:10]([CH3:18])=[C:9]2[C:19]([O:21][CH2:22][CH2:23][C:24]#[N:25])=[O:20])[CH:5]=[CH:6][CH:7]=1.Cl.CN(C)CCCN=C=NCC.[C:38]1([CH:44]([C:48]2[CH:53]=[CH:52][CH:51]=[CH:50][CH:49]=2)[CH2:45][CH2:46][NH2:47])[CH:43]=[CH:42][CH:41]=[CH:40][CH:39]=1.Cl>CN(C)C1C=CN=CC=1.ClCCl>[Cl:1][C:2]1[CH:3]=[C:4]([CH:8]2[C:13]([C:14](=[O:15])[NH:47][CH2:46][CH2:45][CH:44]([C:38]3[CH:39]=[CH:40][CH:41]=[CH:42][CH:43]=3)[C:48]3[CH:49]=[CH:50][CH:51]=[CH:52][CH:53]=3)=[C:12]([CH3:17])[NH:11][C:10]([CH3:18])=[C:9]2[C:19]([O:21][CH2:22][CH2:23][C:24]#[N:25])=[O:20])[CH:5]=[CH:6][CH:7]=1 |f:1.2|. Procedure: 219 mg (0.61 mmol) of mono(2-cyanoethyl) 4-(3-chlorophenyl)-2,6-dimethyl-1,4-dihydropyridine-3,5-dicarboxylate, 138 mg (0.72 mmol) of 1-(3-dimethylaminopropyl)-3-ethylcarbodiimide hydrochloride, 201 mg (0.95 mmol) of 3,3-diphenylpropylamine and 20 mg (0.16 mmol) of 4-dimethylaminopyridine were stirred in 10 ml of dichloromethane at room temperature overnight. 2 N hydrochloric acid was added to the reaction mixture. After the extraction with dichloromethane, the organic layer was dried over anhyd...